This data is from the Open Reaction Database (ORD), a public repository of structured organic reaction records. The task is: describe an organic reaction: reactants, conditions, products, and yield Starting materials: CCOC(=O)CN(Cc1ccccc1)C(=O)C(NC(=O)c1ccccc1)C(C)C, CO, [Li+], [OH-]. Yields the product CC(C)C(NC(=O)c1ccccc1)C(=O)N(CC(=O)O)Cc1ccccc1. As a reaction SMILES: [CH2:1]([CH3:2])[O:3][C:4]([CH2:5][N:6]([CH2:7][c:8]1[cH:9][cH:10][cH:11][cH:12][cH:13]1)[C:14]([CH:15]([CH:16]([CH3:17])[CH3:18])[NH:19][C:20]([c:21]1[cH:22][cH:23][cH:24][cH:25][cH:26]1)=[O:27])=[O:28])=[O:29].[CH3:32][OH:33].[Li+:31].[OH-:30]>>[O:3]=[C:4]([CH2:5][N:6]([CH2:7][c:8]1[cH:9][cH:10][cH:11][cH:12][cH:13]1)[C:14]([CH:15]([CH:16]([CH3:17])[CH3:18])[NH:19][C:20]([c:21]1[cH:22][cH:23][cH:24][cH:25][cH:26]1)=[O:27])=[O:28])[OH:29]. Reactants: O=C1N[C@@H]2[C@@H](C=3C=CC=C(C13)C(F)(F)F)CN(C2)C(=O)OC(C)(C)C ((3aR,9bS)-tert-butyl 5-oxo-6-(trifluoromethyl)-3,3a,4,5-tetrahydro-1H-pyrrolo[3,4-c]isoquinoline-2(9bH)-carboxylate), Cl (HCl). Run in O1CCOCC1 (dioxane). Run at time 1 hour. The product is Cl.FC(C1=CC=CC=2[C@@H]3[C@@H](NC(C12)=O)CNC3)(F)F ((3aR,9bS)-6-(Trifluoromethyl)-2,3,3a,4-tetrahydro-1H-pyrrolo[3,4-c]isoquinolin-5(9bH)-one hydrochloride). Isolated yield 61.0%. As a reaction SMILES: [O:1]=[C:2]1[C:11]2[C:10]([C:12]([F:15])([F:14])[F:13])=[CH:9][CH:8]=[CH:7][C:6]=2[C@H:5]2[CH2:16][N:17](C(OC(C)(C)C)=O)[CH2:18][C@@H:4]2[NH:3]1.[ClH:26]>O1CCOCC1>[ClH:26].[F:15][C:12]([F:13])([F:14])[C:10]1[C:11]2[C:2](=[O:1])[NH:3][C@H:4]3[CH2:18][NH:17][CH2:16][C@@H:5]3[C:6]=2[CH:7]=[CH:8][CH:9]=1 |f:3.4|. Reported procedure: To a solution of the first eluting peak, (3aR,9bS)-tert-butyl 5-oxo-6-(trifluoromethyl)-3,3a,4,5-tetrahydro-1H-pyrrolo[3,4-c]isoquinoline-2(9bH)-carboxylate (50 mg, 0.14 mmol) in 4 mL of dioxane was added 1 mL of 12 N HCl. The resulting solution was stirred at ambient temperature for 1 h and then was concentrated. The residue was azeotroped with toluene and dried in vacuo to afford a foam. This foam was triturated 3× with ether and dried in vacuo to afford 25 mg (61%) of the title compound of Ex... Reactants: C1COCCN1, C1CCOC1, CCN=C=NCCN(C)C, CSc1ccc(C(=O)O)cc1, Cl. The product is CSc1ccc(C(=O)N2CCOCC2)cc1. RXN SMILES: [CH2:23]1[CH2:24][O:25][CH2:26][CH2:27][NH:28]1.[CH2:29]1[O:30][CH2:31][CH2:32][CH2:33]1.[CH3:13][N:14]([CH3:15])[CH2:16][CH2:17][N:18]=[C:19]=[N:20][CH2:21][CH3:22].[CH3:1][S:2][c:3]1[cH:4][cH:5][c:6]([C:7](=[O:8])[OH:9])[cH:10][cH:11]1.[ClH:12]>>[CH3:1][S:2][c:3]1[cH:4][cH:5][c:6]([C:7](=[O:9])[N:28]2[CH2:23][CH2:24][O:25][CH2:26][CH2:27]2)[cH:10][cH:11]1. Reactants: CC1(OC2=C(C1)C=C(C=C2)C2CCC(CC2)=O)C (4-(2,3-dihydro-2,2-dimethylbenzofuran-5-yl)-1-cyclohexanone), C(#N)NC(=N)N (cyanoguanidine). Run in C(C)OCCOCCO (2-(2-ethoxyethoxy)ethanol). The product is NC1=NC=2CCC(CC2C(=N1)N)C=1C=CC2=C(CC(O2)(C)C)C1 (2,4-diamino-6-(2,3-dihydro-2,2-dimethylbenzofuran-5-yl)-5,6,7,8-tetrahydroquinazoline). Reaction SMILES: [CH3:1][C:2]1([CH3:18])[CH2:6][C:5]2[CH:7]=[C:8]([CH:11]3[CH2:16][CH2:15][C:14](=O)[CH2:13][CH2:12]3)[CH:9]=[CH:10][C:4]=2[O:3]1.[C:19]([NH:21][C:22]([NH2:24])=[NH:23])#[N:20]>C(OCCOCCO)C>[NH2:24][C:22]1[N:21]=[C:19]([NH2:20])[C:15]2[CH2:16][CH:11]([C:8]3[CH:9]=[CH:10][C:4]4[O:3][C:2]([CH3:18])([CH3:1])[CH2:6][C:5]=4[CH:7]=3)[CH2:12][CH2:13][C:14]=2[N:23]=1. Procedure details: This compound is prepared in a manner analogous to that of Example 1, using 3.2 grams (0.013 mole) of 4-(2,3-dihydro-2,2-dimethylbenzofuran-5-yl)-1-cyclohexanone and 1.2 grams (0.014 mole) of cyanoguanidine in 2-(2-ethoxyethoxy)ethanol, yielding 2,4-diamino-6-(2,3-dihydro-2,2-dimethylbenzofuran-5-yl)-5,6,7,8-tetrahydroquinazoline. The reactants are NC1=C2C(=NC=N1)N(N=C2C2=CC(=C(C=C2)NC=2OC1=C(N2)C=CC=C1)F)[C@@H]1CC[C@@H](CC1)N1CCN(CC1)C (cis-N2-(4-{4-amino-1-[4-(4-methylpiperazino)cyclohexyl]-1H-pyrazolo[3,4-d]pyrimidin-3-yl}-2-fluorophenyl)-1,3-benzoxazol-2-amine), IC1=NN(C2=NC=NC(=C21)N)C2CN(CC2)C (rac-3-iodo-1-(1-methyltetrahydro-1H-3-pyrrolyl)-1H-pyrazolo[3,4-d]pyrimidin-4-amine), CC1(OB(OC1(C)C)C1=CC=C(C=C1)NC=1OC2=C(N1)C=C(C=C2C)C)C (N2-[4-(4,4,5,5-tetramethyl-1,3,2-dioxaborolan-2-yl)phenyl]-5,7-dimethyl-1,3-benzoxazol-2-amine). The product is NC1=C2C(=NC=N1)N(N=C2C2=CC=C(C=C2)NC=2OC1=C(N2)C=C(C=C1C)C)C1CN(CC1)C (rac-N2-{4-[4-Amino-1-(1-methyltetrahydro-1H-3-pyrrolyl)-1H-pyrazolo[3,4-d]pyrimidin-3-yl]phenyl}-5,7-dimethyl-1,3-benzoxazol-2-amine), powder. Isolated yield 23.0%. Reaction SMILES: I[C:2]1[C:10]2[C:5](=[N:6][CH:7]=[N:8][C:9]=2[NH2:11])[N:4]([CH:12]2[CH2:16][CH2:15][N:14]([CH3:17])[CH2:13]2)[N:3]=1.CC1(C)C(C)(C)OB([C:26]2[CH:31]=[CH:30][C:29]([NH:32][C:33]3[O:34][C:35]4[C:41]([CH3:42])=[CH:40][C:39]([CH3:43])=[CH:38][C:36]=4[N:37]=3)=[CH:28][CH:27]=2)O1.NC1N=CN=C2N([C@H]3CC[C@@H](N4CCN(C)CC4)CC3)N=C(C3C=CC(NC4OC5C=CC=CC=5N=4)=C(F)C=3)C=12>>[NH2:11][C:9]1[N:8]=[CH:7][N:6]=[C:5]2[N:4]([CH:12]3[CH2:16][CH2:15][N:14]([CH3:17])[CH2:13]3)[N:3]=[C:2]([C:26]3[CH:27]=[CH:28][C:29]([NH:32][C:33]4[O:34][C:35]5[C:41]([CH3:42])=[CH:40][C:39]([CH3:43])=[CH:38][C:36]=5[N:37]=4)=[CH:30][CH:31]=3)[C:10]=12. Procedure: rac-N2-{4-[4-Amino-1-(1-methyltetrahydro-1H-3-pyrrolyl)-1H-pyrazolo[3,4-d]pyrimidin-3-yl]phenyl}-5,7-dimethyl-1,3-benzoxazol-2-amine was prepared from rac-3-iodo-1-(1-methyltetrahydro-1H-3-pyrrolyl)-1H-pyrazolo[3,4-d]pyrimidin-4-amine (0.200 g, 0.581 mmol) and N2-[4-(4,4,5,5-tetramethyl-1,3,2-dioxaborolan-2-yl)phenyl]-5,7-dimethyl-1,3-benzoxazol-2-amine (0.265 g, 0.726 mmol) in a manner similar to that used for the preparation of cis-N2-(4-{4-amino-1-[4-(4-methylpiperazino)cyclohexyl]-1H-pyrazol... The reactants are C1CCOC1, COc1ccc2nccc(CCCNCC3CN(c4ccc5c(c4)NC(=O)CO5)C(=O)O3)c2n1, CO, OCC1CO1. The product is COc1ccc2nccc(CCCN(CC(O)CO)CC3CN(c4ccc5c(c4)NC(=O)CO5)C(=O)O3)c2n1. Reaction SMILES: [CH2:40]1[O:41][CH2:42][CH2:43][CH2:44]1.[CH3:1][O:2][c:3]1[n:4][c:5]2[c:6]([CH2:13][CH2:14][CH2:15][NH:16][CH2:17][CH:18]3[CH2:19][N:20]([c:24]4[cH:25][cH:26][c:27]5[c:28]([cH:34]4)[NH:29][C:30](=[O:33])[CH2:31][O:32]5)[C:21](=[O:23])[O:22]3)[cH:7][cH:8][n:9][c:10]2[cH:11][cH:12]1.[CH3:45][OH:46].[CH:35]1([CH2:36][OH:37])[CH2:38][O:39]1>>[CH3:1][O:2][c:3]1[n:4][c:5]2[c:6]([CH2:13][CH2:14][CH2:15][N:16]([CH2:17][CH:18]3[CH2:19][N:20]([c:24]4[cH:25][cH:26][c:27]5[c:28]([cH:34]4)[NH:29][C:30](=[O:33])[CH2:31][O:32]5)[C:21](=[O:23])[O:22]3)[CH2:38][CH:35]([CH2:36][OH:37])[OH:39])[cH:7][cH:8][n:9][c:10]2[cH:11][cH:12]1. Starting materials: NC1=NC2=C(C(=NC1)C1=C(C=C(C=C1)OCC)OCC)C(=CC=C2)OC (2-amino-6-methoxy-5-(2,4-diethoxyphenyl)-3H-1,4-benzodiazepine), C(C#C)(=O)OC (methyl propiolate). Run in CO (methanol). Product: COC1=CC=CC2=C1C(=NCC=1N2C=CC(N1)=O)C1=C(C=C(C=C1)OCC)OCC (8-methoxy-7-(2,4-diethoxyphenyl)pyrimido[1,2-a][1,4]benzodiazepin-3(5H)-one). RXN SMILES: [NH2:1][C:2]1[CH2:8][N:7]=[C:6]([C:9]2[CH:14]=[CH:13][C:12]([O:15][CH2:16][CH3:17])=[CH:11][C:10]=2[O:18][CH2:19][CH3:20])[C:5]2[C:21]([O:25][CH3:26])=[CH:22][CH:23]=[CH:24][C:4]=2[N:3]=1.[C:27](OC)(=[O:30])[C:28]#[CH:29]>CO>[CH3:26][O:25][C:21]1[C:5]2[C:6]([C:9]3[CH:14]=[CH:13][C:12]([O:15][CH2:16][CH3:17])=[CH:11][C:10]=3[O:18][CH2:19][CH3:20])=[N:7][CH2:8][C:2]3[N:3]([CH:29]=[CH:28][C:27](=[O:30])[N:1]=3)[C:4]=2[CH:24]=[CH:23][CH:22]=1. Reported procedure: In the manner given in Example 1, 2-amino-6-methoxy-5-(2,4-diethoxyphenyl)-3H-1,4-benzodiazepine, methyl propiolate and methanol were refluxed. The mixture was chromatographed to give 8-methoxy-7-(2,4-diethoxyphenyl)pyrimido[1,2-a][1,4]benzodiazepin-3(5H)-one. Starting materials: N1C(=CC=C1)\C=C\1/CN(CCC1=O)C(C1=CC=CC=C1)(C1=CC=CC=C1)C1=CC=CC=C1 ((E)-3-[(pyrrol-2-yl)methylidene]-1-(triphenylmethyl)piperidin-4-one), BrCC(=O)OCC (ethyl bromoacetate), C([O-])([O-])=O.[K+].[K+] (potassium carbonate), [I-].[K+] (potassium iodide). Run in CN(C=O)C (N,N-dimethylformamide). Yields the product C(C)OC(=O)CN1C(=CC=C1)\C=C\1/CN(CCC1=O)C(C1=CC=CC=C1)(C1=CC=CC=C1)C1=CC=CC=C1 ((E)-3-{[1-(Ethoxycarbonylmethyl)pyrrol-2yl]methylidene]-1-(triphenylmethyl)piperidin-4-one). Isolated yield 82.6%. RXN SMILES: [NH:1]1[CH:5]=[CH:4][CH:3]=[C:2]1/[CH:6]=[C:7]1\[CH2:8][N:9]([C:14]([C:27]2[CH:32]=[CH:31][CH:30]=[CH:29][CH:28]=2)([C:21]2[CH:26]=[CH:25][CH:24]=[CH:23][CH:22]=2)[C:15]2[CH:20]=[CH:19][CH:18]=[CH:17][CH:16]=2)[CH2:10][CH2:11][C:12]\1=[O:13].Br[CH2:34][C:35]([O:37][CH2:38][CH3:39])=[O:36].C(=O)([O-])[O-].[K+].[K+].[I-].[K+]>CN(C)C=O>[CH2:38]([O:37][C:35]([CH2:34][N:1]1[CH:5]=[CH:4][CH:3]=[C:2]1/[CH:6]=[C:7]1\[CH2:8][N:9]([C:14]([C:21]2[CH:22]=[CH:23][CH:24]=[CH:25][CH:26]=2)([C:15]2[CH:20]=[CH:19][CH:18]=[CH:17][CH:16]=2)[C:27]2[CH:32]=[CH:31][CH:30]=[CH:29][CH:28]=2)[CH2:10][CH2:11][C:12]\1=[O:13])=[O:36])[CH3:39] |f:2.3.4,5.6|. Procedure: To a solution of (E)-3-[(pyrrol-2-yl)methylidene]-1-(triphenylmethyl)piperidin-4-one (7.16 g) and ethyl bromoacetate (8.60 g) in N,N-dimethylformamide (80 ml) were added potassium carbonate (7.10 g) and potassium iodide (8.50 g) with stirring at room temperature, and the resulting mixture was stirred at 80° C. for 4 hours. After filtration, the reaction mixture was diluted with dichloromethane, subsequently washed with saturated aqueous sodium chloride solution, and the organic layer was dried o... Starting materials: COC(=O)c1cccc(OCCCCN2C(=O)c3ccccc3C2=O)c1, CCO, ClC(Cl)Cl, NN, O. Yields the product COC(=O)c1cccc(OCCCCN)c1. Reaction SMILES: [C:1]1(=[O:2])[N:5]([CH2:6][CH2:7][CH2:8][CH2:9][O:10][c:11]2[cH:12][c:13]([C:14](=[O:15])[O:16][CH3:17])[cH:18][cH:19][cH:20]2)[C:3](=[O:4])[c:21]2[cH:22][cH:23][cH:24][cH:25][c:26]21.[CH3:30][CH2:31][OH:32].[CH:33]([Cl:34])([Cl:35])[Cl:36].[NH2:28][NH2:29].[OH2:27]>>[NH2:5][CH2:6][CH2:7][CH2:8][CH2:9][O:10][c:11]1[cH:12][c:13]([C:14](=[O:15])[O:16][CH3:17])[cH:18][cH:19][cH:20]1. Reactants: CS(=O)(=O)OCCCCCC1=CC=C(C=C1)OCC=1N=C(OC1C)C1=CC2=CC=CC=C2C=C1 (5-[4-[5-methyl-2-(2-naphthyl)-4-oxazolylmethoxy]phenyl]pentyl methanesulfonate), [C-]#N.[K+] (potassium cyanide). Product: CC1=C(N=C(O1)C1=CC2=CC=CC=C2C=C1)COC1=CC=C(C=C1)CCCCCC#N (6-[4-[5-methyl-2-(2-naphthyl)-4-oxazolylmethoxy]phenyl]hexanenitrile). RXN SMILES: CS(O[CH2:6][CH2:7][CH2:8][CH2:9][CH2:10][C:11]1[CH:16]=[CH:15][C:14]([O:17][CH2:18][C:19]2[N:20]=[C:21]([C:25]3[CH:34]=[CH:33][C:32]4[C:27](=[CH:28][CH:29]=[CH:30][CH:31]=4)[CH:26]=3)[O:22][C:23]=2[CH3:24])=[CH:13][CH:12]=1)(=O)=O.[C-:35]#[N:36].[K+]>>[CH3:24][C:23]1[O:22][C:21]([C:25]2[CH:34]=[CH:33][C:32]3[C:27](=[CH:28][CH:29]=[CH:30][CH:31]=3)[CH:26]=2)=[N:20][C:19]=1[CH2:18][O:17][C:14]1[CH:15]=[CH:16][C:11]([CH2:10][CH2:9][CH2:8][CH2:7][CH2:6][C:35]#[N:36])=[CH:12][CH:13]=1 |f:1.2|. Procedure details: According to the method described for Reference Example 38, 5-[4-[5-methyl-2-(2-naphthyl)-4-oxazolylmethoxy]phenyl]pentyl methanesulfonate was allowed to react with potassium cyanide to give 6-[4-[5-methyl-2-(2-naphthyl)-4-oxazolylmethoxy]phenyl]hexanenitrile. Recrystallization from ethyl acetate--isopropyl ether gave colorless prisms, m.p.116°-117° C.